This data is from the Open Reaction Database (ORD), a public repository of structured organic reaction records. The task is: describe an organic reaction: reactants, conditions, products, and yield Reactants: O=C1CC(c2ccccc2Br)Cc2occ(C(F)(F)F)c21, CCO, Cl, Cl, N=C(N)NN. The product is N=C(N)NN=C1CC(c2ccccc2Br)Cc2occ(C(F)(F)F)c21, Cl. As a reaction SMILES: [Br:1][c:2]1[c:3]([CH:8]2[CH2:9][c:10]3[c:11]([c:12]([C:15]([F:16])([F:17])[F:18])[cH:13][o:14]3)[C:19](=[O:21])[CH2:20]2)[cH:4][cH:5][cH:6][cH:7]1.[CH3:29][CH2:30][OH:31].[ClH:22].[ClH:28].[NH2:23][NH:24][C:25](=[NH:26])[NH2:27]>>[Br:1][c:2]1[c:3]([CH:8]2[CH2:9][c:10]3[c:11]([c:12]([C:15]([F:16])([F:17])[F:18])[cH:13][o:14]3)[C:19](=[N:23][NH:24][C:25](=[NH:26])[NH2:27])[CH2:20]2)[cH:4][cH:5][cH:6][cH:7]1.[ClH:22]. Reactants: C(C)(C)(C)OC(=O)NCC(C=O)C1=CC=C(C=C1)Cl (3-(N-tert.-butyloxycarbonylamino)-2-(4-chlorophenyl)-propionaldehyde), C(CCC)P(OCC)=O (ethyl n-butyl-phosphinate). Solvent: C(C)N(CC)CC (triethylamine). Yields the product C(C)(C)(C)OC(=O)NCC(C(O)P(OCC)(=O)CCCC)C1=CC=C(C=C1)Cl (ethyl 3-(N-tert.-butyloxycarbonylamino)-2-(4-chlorophenyl)-1-hydroxy-propyl-(n-butyl)phosphinate). As a reaction SMILES: [C:1]([O:5][C:6]([NH:8][CH2:9][CH:10]([C:13]1[CH:18]=[CH:17][C:16]([Cl:19])=[CH:15][CH:14]=1)[CH:11]=[O:12])=[O:7])([CH3:4])([CH3:3])[CH3:2].[CH2:20]([PH:24](=[O:28])[O:25][CH2:26][CH3:27])[CH2:21][CH2:22][CH3:23]>C(N(CC)CC)C>[C:1]([O:5][C:6]([NH:8][CH2:9][CH:10]([C:13]1[CH:18]=[CH:17][C:16]([Cl:19])=[CH:15][CH:14]=1)[CH:11]([P:24]([CH2:20][CH2:21][CH2:22][CH3:23])(=[O:28])[O:25][CH2:26][CH3:27])[OH:12])=[O:7])([CH3:4])([CH3:2])[CH3:3]. Reported procedure: A material of 283 mg of 3-(N-tert.-butyloxycarbonylamino)-2-(4-chlorophenyl)-propionaldehyde, 150 mg of ethyl n-butyl-phosphinate and 101 mg of triethylamine is heated to 100° C. for 21/2 hours. The mixture is cooled to room temperature and the volatile components are removed in high vacuum. Chromatography of the residue on silica-gel affords ethyl 3-(N-tert.-butyloxycarbonylamino)-2-(4-chlorophenyl)-1-hydroxy-propyl-(n-butyl)phosphinate.